This data is from the Open Reaction Database (ORD), a public repository of structured organic reaction records. The task is: describe an organic reaction: reactants, conditions, products, and yield Reactants: NCC1=NN(C(C2=CC=CC=C12)=O)NC(CC1=CC=C(C=C1)Cl)=O (N-[4-(aminomethyl)-1-oxophthalazin-2(1H)-yl]-2-(4-chlorophenyl)acetamide), N(=C=O)C(C)(C)C (2-isocyanato-2-methylpropane). Run in C(Cl)Cl (DCM). Reaction conditions: time 2 hour. Yields the product C(C)(C)(C)NC(=O)NCC1=NN(C(C2=CC=CC=C12)=O)NC(CC1=CC=C(C=C1)Cl)=O (N-[4-{[(tert-butylcarbamoyl)amino]methyl}-1-oxophthalazin-2(1H)-yl]-2-(4-chlorophenyl)acetamide). The yield is 68.5%. RXN SMILES: [NH2:1][CH2:2][C:3]1[C:12]2[C:7](=[CH:8][CH:9]=[CH:10][CH:11]=2)[C:6](=[O:13])[N:5]([NH:14][C:15](=[O:24])[CH2:16][C:17]2[CH:22]=[CH:21][C:20]([Cl:23])=[CH:19][CH:18]=2)[N:4]=1.[N:25]([C:28]([CH3:31])([CH3:30])[CH3:29])=[C:26]=[O:27]>C(Cl)Cl>[C:28]([NH:25][C:26]([NH:1][CH2:2][C:3]1[C:12]2[C:7](=[CH:8][CH:9]=[CH:10][CH:11]=2)[C:6](=[O:13])[N:5]([NH:14][C:15](=[O:24])[CH2:16][C:17]2[CH:18]=[CH:19][C:20]([Cl:23])=[CH:21][CH:22]=2)[N:4]=1)=[O:27])([CH3:31])([CH3:30])[CH3:29]. Reported procedure: A mixture of the product from Example 42 (13.8 mg, 0.040 mmol) and 2-isocyanato-2-methylpropane (5.2 μL, 0.044 mmol) in DCM (0.4 mL) was stirred at room temperature for 2 hours, concentrated, and chromatographed (5% MeOH/DCM) to give 12.1 mg of the title compound as a white solid: 1H NMR (300 MHz, DMSO-d6) δ ppm 11.58-11.61 (bs, 1H), 8.32 (dd, J=7.8, 1.4 Hz, 1H), 8.14 (d, J=8.0 Hz, 1H), 7.98 (ddd, J=8.0, 7.2, 1.5 Hz, 1H), 7.90 (ddd, J=7.9, 7.2, 1.3 Hz, 1H), 7.41 (s, 4H), 6.19 (t, J=5.8 Hz, 1H), ... The reactants are COC=1C=C2CCCC(C2=CC1)=O (6-methoxy-1-tetralone), BrC1=CC=C(C=C1)SC (4-bromothioanisole), C1(CCCCC1)P(C1=C(C=CC=C1)C1=C(C=CC=C1)N(C)C)C1CCCCC1 (2-dicyclohexylphosphino-2′-(N,N-dimethylamino)biphenyl), CC(C)([O-])C.[Na+] (sodium tert-butoxide), Cl (HCl). RXN SMILES: [CH3:1][O:2][C:3]1[CH:4]=[C:5]2[C:10](=[CH:11][CH:12]=1)[C:9](=[O:13])[CH2:8][CH2:7][CH2:6]2.Br[C:15]1[CH:20]=[CH:19][C:18]([S:21][CH3:22])=[CH:17][CH:16]=1.C1(P(C2CCCCC2)C2C=CC=CC=2C2C=CC=CC=2N(C)C)CCCCC1.CC(C)([O-])C.[Na+].Cl>C([O-])(=O)C.[Pd+2].C([O-])(=O)C.O1CCCC1.C1(C)C=CC=CC=1>[CH3:1][O:2][C:3]1[CH:4]=[C:5]2[C:10](=[CH:11][CH:12]=1)[C:9]([OH:13])=[C:8]([C:15]1[CH:20]=[CH:19][C:18]([S:21][CH3:22])=[CH:17][CH:16]=1)[CH:7]=[CH:6]2 |f:3.4,6.7.8|. The reagents and catalysts are C(C)(=O)[O-].[Pd+2].C(C)(=O)[O-] (palladium acetate). Procedure: Place 6-methoxy-1-tetralone (1 eq.), 4-bromothioanisole (2.5 eq.), palladium acetate (0.01 eq.), 2-dicyclohexylphosphino-2′-(N,N-dimethylamino)biphenyl (0.02 eq.) and toluene in a 3 neck flask equipped with a mechanical stirrer, reflux condenser, nitrogen purge and a temperature probe. Add sodium tert-butoxide (4 eq.) and heat the slurry to reflux. After about 2-4 hours, cool the reaction to room temperature and add 3M aqueous HCl along with tetrahydrofuran. Stir the biphasic reaction mixture fo... Run at time 3 hour. Product: COC=1C=C2C=CC(=C(C2=CC1)O)C1=CC=C(C=C1)SC (6-methoxy-2-(4-methylthiophenyl)naphthalene-1-ol). Run in C1(=CC=CC=C1)C (toluene), O1CCCC1 (tetrahydrofuran). Starting materials: C12(CC3CC(CC(C1)C3)C2)C2=CC(=C(OCC(=O)O)C=C2)C (2-(4-(adamantan-1-yl)-2-methylphenoxy)acetic acid), CN(CCN)C (N,N-dimethylethane-1,2-diamine). Yields the product C12(CC3CC(CC(C1)C3)C2)C2=CC(=C(OCC(=O)NCCN(C)C)C=C2)C (2-(4-(adamantan-1-yl)-2-methylphenoxy)-N-(2-(dimethylamino)ethyl)acetamide). Yield: 90.0%. RXN SMILES: [C:1]12([C:11]3[CH:21]=[CH:20][C:14]([O:15][CH2:16][C:17](O)=[O:18])=[C:13]([CH3:22])[CH:12]=3)[CH2:10][CH:5]3[CH2:6][CH:7]([CH2:9][CH:3]([CH2:4]3)[CH2:2]1)[CH2:8]2.[CH3:23][N:24]([CH3:28])[CH2:25][CH2:26][NH2:27]>>[C:1]12([C:11]3[CH:21]=[CH:20][C:14]([O:15][CH2:16][C:17]([NH:27][CH2:26][CH2:25][N:24]([CH3:28])[CH3:23])=[O:18])=[C:13]([CH3:22])[CH:12]=3)[CH2:10][CH:5]3[CH2:4][CH:3]([CH2:9][CH:7]([CH2:6]3)[CH2:8]1)[CH2:2]2. Reported procedure: The title compound was prepared from 2-(4-(adamantan-1-yl)-2-methylphenoxy)acetic acid (0.2 g, 0.66 mmol), prepared from the step 4 of the example 5, and N,N-dimethylethane-1,2-diamine (0.058 g, 0.66 mmol) according to the example 1, which was given 2-(4-(adamantan-1-yl)-2-methylphenoxy)-N-(2-(dimethylamino)ethyl)acetamide as a white solid (0.22 g, 89.4% yield). The reactants are CC(C)([O-])C.[K+] (Potassium tert-butoxide), CC1(C23C(C(CC1)=O)C(C(CC2)C3)(C)C)C (2,2,7,7-tetramethyltricyclo[6.2.1.01,6]undecan-5-one). The reagents and catalysts are [Br-].C(C)[P+](C1=CC=CC=C1)(C1=CC=CC=C1)C1=CC=CC=C1 (ethyltriphenylphosphonium bromide). The solvent is C1CCCCC1 (cyclohexane). Run at time 78 hour. The product is C(C)=C1CCC(C23C1C(C(CC2)C3)(C)C)(C)C (5-Ethylidene-2,2,7,7-tetramethyltricyclo[6.2.1.01,6]undecane). Yield: 61.9%. As a reaction SMILES: [CH3:1][C:2](C)([O-])C.[K+].[CH3:7][C:8]1([CH3:22])[CH2:13][CH2:12][C:11](=O)[CH:10]2[C:15]([CH3:21])([CH3:20])[CH:16]3[CH2:19][C:9]12[CH2:18][CH2:17]3>[Br-].C([P+](C1C=CC=CC=1)(C1C=CC=CC=1)C1C=CC=CC=1)C.C1CCCCC1>[CH:1](=[C:11]1[CH:10]2[C:15]([CH3:20])([CH3:21])[CH:16]3[CH2:19][C:9]2([CH2:18][CH2:17]3)[C:8]([CH3:22])([CH3:7])[CH2:13][CH2:12]1)[CH3:2] |f:0.1,3.4|. Reported procedure: Potassium tert-butoxide (13.0 g, 0.116 mol) and ethyltriphenylphosphonium bromide (41.6 g, 0.112 mol) were added to a solution of 2,2,7,7-tetramethyltricyclo[6.2.1.01,6]undecan-5-one (1, 20.0 g, 0.091 mol) in cyclohexane (200 ml), the reaction mixture was stirred at room temperature for 78 h and filtered through Celite®. The filtrate was concentrated and distilled under reduced pressure to give (at 95° C./0.1 mbar) 5-ethylidene-2,2,7,7-tetramethyltricyclo[6.2.1.01,6]undecane (2b, 13.1 g, 62% yie... The reactants are COC(=O)c1ccc(O)c(C#N)c1, CO, ClC(Cl)Cl, O=C1CCC(=O)N1I, O=S(=O)(O)C(F)(F)F. Yields the product COC(=O)c1cc(I)c(O)c(C#N)c1. Reaction SMILES: [C:1](#[N:2])[c:3]1[cH:4][c:5]([C:6](=[O:7])[O:8][CH3:9])[cH:10][cH:11][c:12]1[OH:13].[CH3:34][OH:35].[CH:30]([Cl:31])([Cl:32])[Cl:33].[I:14][N:15]1[C:16](=[O:17])[CH2:18][CH2:19][C:20]1=[O:21].[OH:22][S:23]([C:24]([F:25])([F:26])[F:27])(=[O:28])=[O:29]>>[C:1](#[N:2])[c:3]1[cH:4][c:5]([C:6](=[O:7])[O:8][CH3:9])[cH:10][c:11]([I:14])[c:12]1[OH:13]. Starting materials: [N+](=O)([O-])C=1C=C(C=CC1)C1=C(C=NC=C1)CC(C=C)=O (4-(3-nitrophenyl)-3-pyridyl-3-butene-2-one), C/C(=C\C#N)/N (3-aminocrotonitrile), 4A, O1CCOCC1 (1,4-dioxane), C(O)([O-])=O.[Na+] (sodium hydrogencarbonate). The reagents and catalysts are [Cl-].[Zn+2].[Cl-] (zinc chloride). Product: C(#N)C1=C(NC(=C(C1C1=CC(=CC=C1)[N+](=O)[O-])C1=NC=CC=C1)C)C (3-cyano-1,4-dihydro-2,6-dimethyl-4-(3-nitrophenyl)-5-pyridylpyridine). RXN SMILES: [N+:1]([C:4]1[CH:5]=[C:6]([C:10]2[CH:15]=[CH:14][N:13]=[CH:12][C:11]=2[CH2:16][C:17](=O)C=C)[CH:7]=[CH:8][CH:9]=1)([O-:3])=[O:2].[CH3:21]/[C:22](/[NH2:26])=[CH:23]\[C:24]#[N:25].C(=O)([O-])O.[Na+].O1CCO[CH2:34][CH2:33]1>[Cl-].[Zn+2].[Cl-]>[C:24]([C:23]1[CH:10]([C:6]2[CH:7]=[CH:8][CH:9]=[C:4]([N+:1]([O-:3])=[O:2])[CH:5]=2)[C:15]([C:14]2[CH:17]=[CH:16][CH:11]=[CH:12][N:13]=2)=[C:33]([CH3:34])[NH:26][C:22]=1[CH3:21])#[N:25] |f:2.3,5.6.7|. Procedure details: A mixuture of 0.536 g (2 mmol) of 4-(3-nitrophenyl)-3-pyridyl-3-butene-2-one, 0.821 g (10 mmol) of 3-aminocrotonitrile, 0.546 g (4 mmol) of zinc chloride, and 1.0 g of Molecular Shieves 4A was added to 1,4-dioxane. This reaction mixture was refluxed with application of heat in an inert atmoshpere for 5 hours. The reaction mixture was then cooled to room temperature and neutralized with a saturated aqueous solution of sodium hydrogencarbonate, followed by extraction with chloroform. The solvents ...